Dataset: the Open Reaction Database (ORD), a public repository of structured organic reaction records. Task: describe an organic reaction: reactants, conditions, products, and yield The reactants are BrCCCCCCCCCCCO (11-bromo-1-undecanol), OC1=C(C=CC(=C1)O)C1=NC(=NC(=N1)C1=C(C=C(C=C1)O)O)C1=C(C=C(C=C1)O)O (2,4,6-tris(2,4-dihydroxyphenyl)-1,3,5-triazine), [OH-].[K+] (potassium hydroxide). Run in COCCOCCOC (diglyme). Run at temperature 100 celsius. The product is OC1=C(C=CC(=C1)OCCCCCCCCCCCO)C1=NC(=NC(=N1)C1=C(C=C(C=C1)OCCCCCCCCCCCO)O)C1=C(C=C(C=C1)OCCCCCCCCCCCO)O (2,4,6-tris[2-hydroxy-4-(11-hydroxyundecyloxy)phenyl]-1,3,5-triazine). Yield: 53.0%. As a reaction SMILES: Br[CH2:2][CH2:3][CH2:4][CH2:5][CH2:6][CH2:7][CH2:8][CH2:9][CH2:10][CH2:11][CH2:12][OH:13].[OH:14][C:15]1[CH:20]=[C:19]([OH:21])[CH:18]=[CH:17][C:16]=1[C:22]1[N:27]=[C:26]([C:28]2[CH:33]=[CH:32][C:31]([OH:34])=[CH:30][C:29]=2[OH:35])[N:25]=[C:24]([C:36]2[CH:41]=[CH:40][C:39]([OH:42])=[CH:38][C:37]=2[OH:43])[N:23]=1.[OH-:44].[K+]>COCCOCCOC>[OH:14][C:15]1[CH:20]=[C:19]([O:21][CH2:2][CH2:3][CH2:4][CH2:5][CH2:6][CH2:7][CH2:8][CH2:9][CH2:10][CH2:11][CH2:12][OH:13])[CH:18]=[CH:17][C:16]=1[C:22]1[N:23]=[C:24]([C:36]2[CH:41]=[CH:40][C:39]([O:42][CH2:12][CH2:11][CH2:10][CH2:9][CH2:8][CH2:7][CH2:6][CH2:5][CH2:4][CH2:3][CH2:2][OH:44])=[CH:38][C:37]=2[OH:43])[N:25]=[C:26]([C:28]2[CH:33]=[CH:32][C:31]([O:34][CH2:2][CH2:3][CH2:4][CH2:5][CH2:6][CH2:7][CH2:8][CH2:9][CH2:10][CH2:11][CH2:12][OH:13])=[CH:30][C:29]=2[OH:35])[N:27]=1 |f:2.3|. Reported procedure: Preparation of the starting compound for Examples 24 and 25: Under nitrogen, 42.9 g (170 mmol) of 11-bromo-1-undecanol are added at 80° C. to a solution of 20.3 g (50 mmol) of 2,4,6-tris(2,4-dihydroxyphenyl)-1,3,5-triazine, 9.3 g (141 mmol) of potassium hydroxide and 150 ml of diglyme. The mixture is heated at 100° C. for 16 hours and filtered while hot, and the filtrate is cooled to 0° C. The crystallized solid is filtered off, pressed and dried for 48 hours under reduced pressure (60 mmHg, 70°... The reactants are N[C@@H](C#N)CC1=CC=CC=C1 ((R)-2-amino-3-phenylpropionitrile), [H][H] (hydrogen), HCl-salt, Cl (HCl), N[C@@H](CO)CC1=CC=CC=C1 ((R)-2-amino-3-phenyl-1-propanol). Reagents/catalysts: [Pd] (Pd/C), [Pd] (Pd/C). The solvent is CO.O (methanol water). Run at time 19 hour. Yields the product C1(=CC=CC=C1)C[C@H](CN)N ((R)-3-phenyl-1,2-diaminopropane). The yield is 6.0%. Reaction SMILES: [NH2:1][C@H:2]([CH2:5][C:6]1[CH:11]=[CH:10][CH:9]=[CH:8][CH:7]=1)[C:3]#[N:4].Cl.[H][H].N[C@H](CC1C=CC=CC=1)CO>CO.O.[Pd]>[C:6]1([CH2:5][C@@H:2]([NH2:1])[CH2:3][NH2:4])[CH:11]=[CH:10][CH:9]=[CH:8][CH:7]=1 |f:4.5|. Reported procedure: To a solution of 9.0 g (49 mmol) of (R)-2-amino-3-phenylpropionitrile.HCl-salt (97.5% e.e.) in 280 mL of methanol-water 1:1 was added 2.2 equiv. of conc. HCl solution and 2.0 g of 5% Pd/C. The solution was hydrogenated for 19 h at 35° C. and 0.9 MPa of hydrogen pressure. Then additional 2 g of Pd/C was added and hydrogenation was continued for 24 h at 3.0 MPa. According to chiral HPLC 91% of (R)-2-amino-3-phenyl-1-propanol was formed together with 6% of (R)-3-phenyl-1,2-diaminopropane The reacti... Reactants: Cl.C(C1=CC=CC=C1)N([C@@H](CC1=CC=CC=C1)C(=O)O)CC1=CC=CC=C1 (N,N-Dibenzyl-L-phenylalanine hydrochloride), [OH-].[Na+] (sodium hydroxide). Run in C(Cl)Cl (methylene chloride). Conditions: time 30 minute. Product: C(C1=CC=CC=C1)N([C@@H](CC1=CC=CC=C1)C(=O)O)CC1=CC=CC=C1 (N,N-dibenzyl-L-phenylalanine). As a reaction SMILES: Cl.[CH2:2]([N:9]([CH2:21][C:22]1[CH:27]=[CH:26][CH:25]=[CH:24][CH:23]=1)[C@H:10]([C:18]([OH:20])=[O:19])[CH2:11][C:12]1[CH:17]=[CH:16][CH:15]=[CH:14][CH:13]=1)[C:3]1[CH:8]=[CH:7][CH:6]=[CH:5][CH:4]=1.[OH-].[Na+]>C(Cl)Cl>[CH2:21]([N:9]([CH2:2][C:3]1[CH:8]=[CH:7][CH:6]=[CH:5][CH:4]=1)[C@H:10]([C:18]([OH:20])=[O:19])[CH2:11][C:12]1[CH:13]=[CH:14][CH:15]=[CH:16][CH:17]=1)[C:22]1[CH:23]=[CH:24][CH:25]=[CH:26][CH:27]=1 |f:0.1,2.3|. Procedure: N,N-Dibenzyl-L-phenylalanine hydrochloride (50 g) was dissolved in methylene chloride (500 ml), and an aqueous solution of sodium hydroxide (sodium hydroxide 6 g, water 500 ml) was added thereto. After stirring the mixture for 30 minutes, it was partitioned, and the organic layer was dried over magnesium sulfate and concentrated under reduced pressure to give N,N-dibenzyl-L-phenylalanine as an oily substance. Reactants: ice, COC1=CC=C(COC2=NC(=NC=C2C(=S)OCC)C)C=C1 (ethyl 4-(4-methoxy-benzyloxy)-2-methylthiopyrimidine-5-carboxylate), [H-].[Al+3].[Li+].[H-].[H-].[H-] (lithium aluminium hydride). The reagents and catalysts are [O-2].[O-2].[Mn+4] (manganese dioxide). Solvent: O1CCCC1 (tetrahydrofuran), O1CCCC1 (tetrahydrofuran). Conditions: time 2 hour. Yields the product COC1=CC=C(COC2=NC(=NC=C2C=S)C)C=C1 (4-(4-methoxy-benzyloxy)-2-methylthiopyrimidine-5-carboxaldehyde). Yield: 100.7%. RXN SMILES: [H-].[Al+3].[Li+].[H-].[H-].[H-].[CH3:7][O:8][C:9]1[CH:28]=[CH:27][C:12]([CH2:13][O:14][C:15]2[C:20]([C:21](OCC)=[S:22])=[CH:19][N:18]=[C:17]([CH3:26])[N:16]=2)=[CH:11][CH:10]=1>O1CCCC1.[O-2].[O-2].[Mn+4]>[CH3:7][O:8][C:9]1[CH:10]=[CH:11][C:12]([CH2:13][O:14][C:15]2[C:20]([CH:21]=[S:22])=[CH:19][N:18]=[C:17]([CH3:26])[N:16]=2)=[CH:27][CH:28]=1 |f:0.1.2.3.4.5,8.9.10|. Procedure: An ice-cooled suspension of 1.6 g (42 mmol) of lithium aluminium hydride in 150 ml of tetrahydrofuran was treated slowly with a solution of 14 g (42 mmol) of ethyl 4-(4-methoxy-benzyloxy)-2-methylthiopyrimidine-5-carboxylate in 150 ml of tetrahydrofuran. After 15 minutes the reaction was quenched by the cautious addition of 1.5 ml of water, 0.8 ml of 2M aqueous sodium hydroxide and 2.3 ml of water. The resulting suspension was filtered through hyflo filter aid. The filtered solid was washed thor... The reactants are C(C)N(CC)CC1=C(C=C(S1)C1=NC(=NO1)C1=CC(=C(C(=C1)C)O)CC)C (4-[5-(5-diethylaminomethyl-4-methyl-thiophen-2-yl)-[1,2,4]oxadiazol-3-yl]-2-ethyl-6-methyl-phenol), C(C)(C)O (isopropanol). The solvent is [OH-].[Na+] (NaOH), C(Cl)[C@H]1CO1 ((R)-epichlorohydrine), CC(OCC)=O (EA). Conditions: time 41 hour. Product: C(C)N(CC=1SC(=CC1C)C1=NC(=NO1)C1=CC(=C(C(=C1)C)OC[C@H]1OC1)CC)CC (diethyl-{5-[3-((S)-3-ethyl-5-methyl-4-oxiranylmethoxy-phenyl)-[1,2,4]oxadiazol-5-yl]-3-methyl-thiophen-2-ylmethyl}-amine). As a reaction SMILES: [CH2:1]([N:3]([CH2:6][C:7]1[S:11][C:10]([C:12]2[O:16][N:15]=[C:14]([C:17]3[CH:22]=[C:21]([CH3:23])[C:20]([OH:24])=[C:19]([CH2:25][CH3:26])[CH:18]=3)[N:13]=2)=[CH:9][C:8]=1[CH3:27])[CH2:4][CH3:5])[CH3:2].[CH:28]([OH:31])([CH3:30])[CH3:29]>[OH-].[Na+].C([C@@H]1OC1)Cl.CC(=O)OCC>[CH2:1]([N:3]([CH2:4][CH3:5])[CH2:6][C:7]1[S:11][C:10]([C:12]2[O:16][N:15]=[C:14]([C:17]3[CH:22]=[C:21]([CH3:23])[C:20]([O:24][CH2:29][C@@H:28]4[CH2:30][O:31]4)=[C:19]([CH2:25][CH3:26])[CH:18]=3)[N:13]=2)=[CH:9][C:8]=1[CH3:27])[CH3:2] |f:2.3|. Procedure: To a solution of 4-[5-(5-diethylaminomethyl-4-methyl-thiophen-2-yl)-[1,2,4]oxadiazol-3-yl]-2-ethyl-6-methyl-phenol (1.49 g, 3.87 mmol) in isopropanol (70 mL) and 3 N aq. NaOH (19 mL), (R)-epichlorohydrine is added. The mixture is stirred at rt for 41 h. The mixture is diluted with EA and washed with 1 M aq. NaOH. The washing is extracted back with EA. The organic extracts are combined, dried over MgSO4, filtered and concentrated. The crude product is purified by prep. HPLC (XBridge C18, 50×50 mm... Reactants: CC#N, CCOC(C)=O, CCCC(C)C, Cc1ccc(NC(=O)CCl)cn1, O=C(OC1CN2CCC1CC2)C1(c2ccccc2)CCCCCC1. Product: [Cl-], Cc1ccc(NC(=O)C[N+]23CCC(CC2)C(OC(=O)C2(c4ccccc4)CCCCCC2)C3)cn1. Reaction SMILES: [CH3:37][C:38]#[N:39].[CH3:40][CH2:41][O:42][C:43](=[O:44])[CH3:45].[CH3:46][CH2:47][CH2:48][CH:49]([CH3:50])[CH3:51].[Cl:25][CH2:26][C:27](=[O:28])[NH:29][c:30]1[cH:31][n:32][c:33]([CH3:36])[cH:34][cH:35]1.[N:1]12[CH2:2][CH:3]([O:9][C:10](=[O:11])[C:12]3([c:19]4[cH:20][cH:21][cH:22][cH:23][cH:24]4)[CH2:13][CH2:14][CH2:15][CH2:16][CH2:17][CH2:18]3)[CH:4]([CH2:5][CH2:6]1)[CH2:7][CH2:8]2>>[Cl-:25].[N+:1]12([CH2:26][C:27](=[O:28])[NH:29][c:30]3[cH:31][n:32][c:33]([CH3:36])[cH:34][cH:35]3)[CH2:2][CH:3]([O:9][C:10](=[O:11])[C:12]3([c:19]4[cH:20][cH:21][cH:22][cH:23][cH:24]4)[CH2:13][CH2:14][CH2:15][CH2:16][CH2:17][CH2:18]3)[CH:4]([CH2:5][CH2:6]1)[CH2:7][CH2:8]2. The reactants are ClCCl, NC(CO)C(C(F)(F)F)C(F)(F)F, c1ccncc1, O=S(=O)(Cl)c1cccs1. Product: O=S(=O)(NC(CO)C(C(F)(F)F)C(F)(F)F)c1cccs1. Reaction SMILES: [Cl:29][CH2:30][Cl:31].[F:1][C:2]([CH:3]([CH:4]([CH2:5][OH:6])[NH2:7])[C:8]([F:9])([F:10])[F:11])([F:12])[F:13].[cH:14]1[cH:15][cH:16][n:17][cH:18][cH:19]1.[s:20]1[c:21]([S:25](=[O:26])(=[O:27])[Cl:28])[cH:22][cH:23][cH:24]1>>[F:1][C:2]([CH:3]([CH:4]([CH2:5][OH:6])[NH:7][S:25]([c:21]1[s:20][cH:24][cH:23][cH:22]1)(=[O:26])=[O:27])[C:8]([F:9])([F:10])[F:11])([F:12])[F:13].